From a dataset of the Open Reaction Database (ORD), a public repository of structured organic reaction records. describe an organic reaction: reactants, conditions, products, and yield The reactants are CO, COC(=O)c1ccc(O)cc1OC, Cl, [Na+], [OH-]. Product: COc1cc(O)ccc1C(=O)O. Reaction SMILES: [CH3:17][OH:18].[CH3:1][O:2][c:3]1[c:4]([C:5](=[O:6])[O:7][CH3:8])[cH:9][cH:10][c:11]([OH:13])[cH:12]1.[ClH:16].[Na+:15].[OH-:14]>>[CH3:1][O:2][c:3]1[c:4]([C:5](=[O:6])[OH:7])[cH:9][cH:10][c:11]([OH:13])[cH:12]1. The reactants are C(CC#N)#N (malononitrile), [O-]CC.[Na+] (sodium ethoxide), S1C=NC2=C1C=CC=C2 (benzothiazole). Run in C(C)O (ethanol). The product is S1C(NC2=C1C=CC=C2)=C(C#N)C#N (2-[benzothiazol-2(3H)-ylidene]malononitrile). As a reaction SMILES: [S:1]1[C:5]2[CH:6]=[CH:7][CH:8]=[CH:9][C:4]=2[N:3]=[CH:2]1.[C:10](#[N:14])[CH2:11][C:12]#[N:13].[O-]CC.[Na+]>C(O)C>[S:1]1[C:5]2[CH:6]=[CH:7][CH:8]=[CH:9][C:4]=2[NH:3][C:2]1=[C:11]([C:10]#[N:14])[C:12]#[N:13] |f:2.3|. Procedure: In the first step, the benzothiazole 10 [L is a leaving group, as in Reaction Scheme 4] reacts with malononitrile in the presence of a strong base, such as sodium ethoxide in ethanol, to give the 2-[benzothiazol-2(3H)-ylidene]malononitrile 17. Reaction of this nitrile in suspension in a polar solvent with gaseous hydrogen chloride gives the 2-[benzothiazol-2(3H)-ylidene]-2-cyanoacetimidate 18, and reaction of the imidate with ammonia gives the corresponding 2-[benzothiazol-2(3H)-ylidene]-2-cyano...